This data is from the Open Reaction Database (ORD), a public repository of structured organic reaction records. The task is: describe an organic reaction: reactants, conditions, products, and yield Reactants: OO (hydrogen peroxide), [N+](=O)([O-])C1=CC(=C(C=C1)N1C(C(=CC=C1)C=C)=O)\C=C\C (1-{4-Nitro-2-[(1E)-prop-1-en-1-yl]phenyl}-3-vinylpyridin-2(1H)-one), [OH-].[Na+] (sodium hydroxide), C12CCCC(CCC1)B2 (9-bora-bicyclo[3.3.1]nonane). Solvent: O1CCCC1 (tetrahydrofuran). Run at temperature 0 celsius, time 2 hour. The product is OCCC=1C(N(C=CC1)C1=C(C=C(C=C1)[N+](=O)[O-])\C=C\C)=O (3-(2-Hydroxyethyl)-1-{4-nitro-2-[(1E)-prop-1-en-1-yl]phenyl}pyridin-2(1H)-one). RXN SMILES: [N+:1]([C:4]1[CH:9]=[CH:8][C:7]([N:10]2[CH:15]=[CH:14][CH:13]=[C:12]([CH:16]=[CH2:17])[C:11]2=[O:18])=[C:6](/[CH:19]=[CH:20]/[CH3:21])[CH:5]=1)([O-:3])=[O:2].C12BC(CCC1)CCC2.[OH-:31].[Na+].OO>O1CCCC1>[OH:31][CH2:17][CH2:16][C:12]1[C:11](=[O:18])[N:10]([C:7]2[CH:8]=[CH:9][C:4]([N+:1]([O-:3])=[O:2])=[CH:5][C:6]=2/[CH:19]=[CH:20]/[CH3:21])[CH:15]=[CH:14][CH:13]=1 |f:2.3|. Reported procedure: 452 g (1.60 mmol) of the compound from Example 45A are dissolved in 1.7 ml of anhydrous tetrahydrofuran and cooled to 0° C. 488 mg (176 mmol) of 9-bora-bicyclo[3.3.1]nonane (0.5 M solution in tetrahydrofuran) are added slowly, and the mixture is stirred at room temperature for 2 h. The mixture is then again cooled to 0° C., and 8 ml of 1N aqueous sodium hydroxide solution are added slowly. After the addition has ended, 1.6 ml of 30% strength hydrogen peroxide solution are added dropwise at this ... Starting materials: [Cl-], O=C(Cl)C1(c2cccc(C(F)(F)F)c2)CC1, NC1=c2ccsc2=NCN1c1ccc(N)cc1. The product is NC1=c2ccsc2=NCN1c1ccc(NC(=O)C2(c3cccc(C(F)(F)F)c3)CC2)cc1. Reaction SMILES: [Cl-:17].[F:1][C:2]([c:3]1[cH:4][c:5]([C:9]2([C:12](=[O:13])[Cl:14])[CH2:10][CH2:11]2)[cH:6][cH:7][cH:8]1)([F:15])[F:16].[NH2:18][C:19]1=[c:20]2[c:21]([s:32][cH:33][cH:34]2)=[N:22][CH2:23][N:24]1[c:25]1[cH:26][cH:27][c:28]([NH2:31])[cH:29][cH:30]1>>[F:1][C:2]([c:3]1[cH:4][c:5]([C:9]2([C:12](=[O:13])[NH:31][c:28]3[cH:27][cH:26][c:25]([N:24]4[C:19]([NH2:18])=[c:20]5[c:21]([s:32][cH:33][cH:34]5)=[N:22][CH2:23]4)[cH:30][cH:29]3)[CH2:10][CH2:11]2)[cH:6][cH:7][cH:8]1)([F:15])[F:16].